This data is from the Open Reaction Database (ORD), a public repository of structured organic reaction records. The task is: describe an organic reaction: reactants, conditions, products, and yield Reactants: CN1C(CC[C@@]2(C3=C(CC[C@@H]12)C=C(C=C3)S)C)=O ((+)-(4aR)-(10bR)-4-methyl-8-mercapto-10b-methyl-1,2,3,4,4a,-5,6,10b-octahydrobenzo[f]quinolin-3-one), C([O-])([O-])=O.[K+].[K+] (potassium carbonate), ClC1=NC2=CC=C(C=C2C=C1)[N+](=O)[O-] (2-chloro-6-nitroquinoline), CN(C=O)C (dimethylformamide). The solvent is C(C)(=O)OCC (ethyl acetate). Product: CN1C(CC[C@@]2(C3=C(CC[C@@H]12)C=C(C=C3)SC3=NC1=CC=C(C=C1C=C3)[N+](=O)[O-])C)=O ((+)-(4aR)-(10bR)-4-methyl-8-(6-nitro-2-quinolinylthio) -10b-methyl-1,2,3,4,4a, 5,6,10b-octahydrobenzo[f]quinolin-3-one). Isolated yield 53.4%. RXN SMILES: [CH3:1][N:2]1[C@H:11]2[C@@:6]([CH3:17])([C:7]3[CH:15]=[CH:14][C:13]([SH:16])=[CH:12][C:8]=3[CH2:9][CH2:10]2)[CH2:5][CH2:4][C:3]1=[O:18].C(=O)([O-])[O-].[K+].[K+].Cl[C:26]1[CH:35]=[CH:34][C:33]2[C:28](=[CH:29][CH:30]=[C:31]([N+:36]([O-:38])=[O:37])[CH:32]=2)[N:27]=1.CN(C)C=O>C(OCC)(=O)C>[CH3:1][N:2]1[C@H:11]2[C@@:6]([CH3:17])([C:7]3[CH:15]=[CH:14][C:13]([S:16][C:26]4[CH:35]=[CH:34][C:33]5[C:28](=[CH:29][CH:30]=[C:31]([N+:36]([O-:38])=[O:37])[CH:32]=5)[N:27]=4)=[CH:12][C:8]=3[CH2:9][CH2:10]2)[CH2:5][CH2:4][C:3]1=[O:18] |f:1.2.3|. Procedure: A 15 mL round bottom flask was charged with (+)-(4aR)-(10bR)-4-methyl-8-mercapto-10b-methyl-1,2,3,4,4a,-5,6,10b-octahydrobenzo[f]quinolin-3-one (100 mg, 0.38 mmol), potassium carbonate (96 mg, 1.14 mmol), 2-chloro-6-nitroquinoline (96 mg, 0.46 mmol) and 1.5 mL of anhydrous dimethylformamide, fitted with a reflux condenser, and the stirred mixture was heated at 60°, under nitrogen, for 18h. The mixture was cooled, diluted with ethyl acetate (75 mL) and washed with brine (2×25 mL). The combined or... Starting materials: BrCCCn1nnc2ccccc21, CC(=O)CC(C)C, O=c1[nH]c2cc(Cl)ccc2n1C1CCNCC1, [Na+], [Na+], O=C([O-])[O-], O. Yields the product O=c1[nH]c2cc(Cl)ccc2n1C1CCN(CCCn2nnc3ccccc32)CC1. RXN SMILES: [Br:31][CH2:32][CH2:33][CH2:34][n:35]1[n:36][n:37][c:38]2[c:39]1[cH:40][cH:41][cH:42][cH:43]2.[CH3:24][CH:25]([CH3:26])[CH2:27][C:28](=[O:29])[CH3:30].[Cl:1][c:2]1[cH:3][c:4]2[c:5]([n:6]([CH:10]3[CH2:11][CH2:12][NH:13][CH2:14][CH2:15]3)[c:7](=[O:9])[nH:8]2)[cH:16][cH:17]1.[Na+:18].[Na+:19].[O-:20][C:21](=[O:22])[O-:23].[OH2:44]>>[Cl:1][c:2]1[cH:3][c:4]2[c:5]([n:6]([CH:10]3[CH2:11][CH2:12][N:13]([CH2:32][CH2:33][CH2:34][n:35]4[n:36][n:37][c:38]5[c:39]4[cH:40][cH:41][cH:42][cH:43]5)[CH2:14][CH2:15]3)[c:7](=[O:9])[nH:8]2)[cH:16][cH:17]1. Reactants: COC(=O)CP(=O)(OC)OC (Trimethyl phosphonoacetate), CC(C)([O-])C.[K+] (potassium tert-butoxide), C(=O)CCCCCC1=C(N(C2=CC=CC=C12)C)C=1C=NC=CC1 (3-(5-formylpentyl)-2-(3-pyridyl)-1-methylindole). Run in C1CCOC1 (THF), C1CCOC1 (THF). Run at time 20 minute. The product is α,β unsaturated ester, COC(=O)C=CCCCCCC1=C(N(C2=CC=CC=C12)C)C=1C=NC=CC1 (3-(7-methoxycarbonylhept-6-enyl)-2-(3-pyridyl)-1-methylindole). As a reaction SMILES: [CH3:1][O:2][C:3]([CH2:5]P(OC)(OC)=O)=[O:4].CC(C)([O-])C.[K+].[CH:18]([CH2:20][CH2:21][CH2:22][CH2:23][CH2:24][C:25]1[C:33]2[C:28](=[CH:29][CH:30]=[CH:31][CH:32]=2)[N:27]([CH3:34])[C:26]=1[C:35]1[CH:36]=[N:37][CH:38]=[CH:39][CH:40]=1)=O>C1COCC1>[CH3:1][O:2][C:3]([CH:5]=[CH:18][CH2:20][CH2:21][CH2:22][CH2:23][CH2:24][C:25]1[C:33]2[C:28](=[CH:29][CH:30]=[CH:31][CH:32]=2)[N:27]([CH3:34])[C:26]=1[C:35]1[CH:36]=[N:37][CH:38]=[CH:39][CH:40]=1)=[O:4] |f:1.2|. Reported procedure: Trimethyl phosphonoacetate (328 mg) is added dropwise to a solution of potassium tert-butoxide (220 mg) in THF (5 ml) of 0° under a nitrogen atmosphere. The solution is stirred at 0° for 20 minutes, then cooled to -78°. A solution of 3-(5-formylpentyl)-2-(3-pyridyl)-1-methylindole (450 mg) in THF (5 ml) is added dropwise over 15 minutes. The mixture is kept at -78° for 15 minutes, then the cooling bath is removed. The mixture is stirred overnight at room temperature, then diluted with water (25 ... The reactants are ClCCCC(=O)C1=CC=CC=C1 (4-chlorobutyrophenone), C1(=CC=CC=C1)NC(NN)=S (4-phenyl-3-thiosemicarbazide). The solvent is C(C)O (ethanol). Run at time 4 day. The product is ClCCCC(C1=CC=CC=C1)=NNC(NC1=CC=CC=C1)=S (2-(4-Chloro-1-phenyl-butylidene)-N-phenyl- hydrazinecarbothioamide). Yield: 62.6%. RXN SMILES: [Cl:1][CH2:2][CH2:3][CH2:4][C:5]([C:7]1[CH:12]=[CH:11][CH:10]=[CH:9][CH:8]=1)=O.[C:13]1([NH:19][C:20](=[S:23])[NH:21][NH2:22])[CH:18]=[CH:17][CH:16]=[CH:15][CH:14]=1>C(O)C>[Cl:1][CH2:2][CH2:3][CH2:4][C:5](=[N:22][NH:21][C:20](=[S:23])[NH:19][C:13]1[CH:18]=[CH:17][CH:16]=[CH:15][CH:14]=1)[C:7]1[CH:12]=[CH:11][CH:10]=[CH:9][CH:8]=1. Procedure: A mixture of 4-chlorobutyrophenone (6.7 mL, 42 mmol) and 4-phenyl-3-thiosemicarbazide (7.0 g, 42 mmol) in 500 mL of ethanol was warmed under a nitrogen atmosphere to dissolve all the solids and then the reaction stirred at room temperature for four days. The solid formed was collected by filtration and dried under reduced pressure to give 8.73 g of a white solid. Recrystallization of the solid from ethanol gave 7.99 g (57%) of the title compound as a white solid, mp 107-109° C. Reactants: C(CCC)(=O)NC1=NC=CC(=C1[N+](=O)[O-])C (2-butyrylamino-4-methyl-3-nitropyridine), BrCC1=CC=C(C=C1)N1C(=CC(=C1)Cl)C#N (1-(4-bromomethylphenyl)-4-chloropyrrole-2-carbonitrile), [H-].[Na+] (sodium hydride). Run in CS(=O)C (dimethyl sulfoxide), CS(=O)C (dimethyl sulfoxide), CS(=O)C (dimethyl sulfoxide). Conditions: time 1 hour. The product is C(CCC)(=O)N(CC1=CC=C(C=C1)N1C(=CC(=C1)Cl)C#N)C1=NC=CC(=C1[N+](=O)[O-])C (2-[N-butyryl-N-[4-(4-chloro-2-cyano-1-pyrrolyl)benzyl]amino]-4-methyl-3-nitropyridine). Reaction SMILES: [H-].[Na+].[C:3]([NH:8][C:9]1[C:14]([N+:15]([O-:17])=[O:16])=[C:13]([CH3:18])[CH:12]=[CH:11][N:10]=1)(=[O:7])[CH2:4][CH2:5][CH3:6].Br[CH2:20][C:21]1[CH:26]=[CH:25][C:24]([N:27]2[CH:31]=[C:30]([Cl:32])[CH:29]=[C:28]2[C:33]#[N:34])=[CH:23][CH:22]=1>CS(C)=O>[C:3]([N:8]([C:9]1[C:14]([N+:15]([O-:17])=[O:16])=[C:13]([CH3:18])[CH:12]=[CH:11][N:10]=1)[CH2:20][C:21]1[CH:22]=[CH:23][C:24]([N:27]2[CH:31]=[C:30]([Cl:32])[CH:29]=[C:28]2[C:33]#[N:34])=[CH:25][CH:26]=1)(=[O:7])[CH2:4][CH2:5][CH3:6] |f:0.1|. Reported procedure: To a suspension of sodium hydride (114 mg, 60% oil dispersion) in dimethyl sulfoxide (5 ml) was added dropwise a solution of 2-butyrylamino-4-methyl-3-nitropyridine (605 mg) in dimethyl sulfoxide (10 ml) at ambient temperature under nitrogen atmosphere. The mixture was stirred at the same temperature for one hour and a solution of 1-(4-bromomethylphenyl)-4-chloropyrrole-2-carbonitrile (800 ml) in dimethyl sulfoxide (10 ml) was added therein. The reaction mixture was stirred at ambient temperatur... Starting materials: Cc1cc(-c2ccc(Cl)c(Cl)c2)nc(-c2cccc(-c3ccc(S(=O)(=O)NC(C)(C)C)s3)c2)n1, ClCCl, O=C(O)C(F)(F)F. Yields the product Cc1cc(-c2ccc(Cl)c(Cl)c2)nc(-c2cccc(-c3ccc(S(N)(=O)=O)s3)c2)n1. As a reaction SMILES: [C:1]([CH3:2])([CH3:3])([CH3:4])[NH:5][S:6](=[O:7])(=[O:8])[c:9]1[s:10][c:11](-[c:14]2[cH:15][c:16](-[c:20]3[n:21][c:22](-[c:27]4[cH:28][c:29]([Cl:34])[c:30]([Cl:33])[cH:31][cH:32]4)[cH:23][c:24]([CH3:26])[n:25]3)[cH:17][cH:18][cH:19]2)[cH:12][cH:13]1.[Cl:42][CH2:43][Cl:44].[F:35][C:36]([F:37])([F:38])[C:39]([OH:40])=[O:41]>>[NH2:5][S:6](=[O:7])(=[O:8])[c:9]1[s:10][c:11](-[c:14]2[cH:15][c:16](-[c:20]3[n:21][c:22](-[c:27]4[cH:28][c:29]([Cl:34])[c:30]([Cl:33])[cH:31][cH:32]4)[cH:23][c:24]([CH3:26])[n:25]3)[cH:17][cH:18][cH:19]2)[cH:12][cH:13]1.